Dataset: the Open Reaction Database (ORD), a public repository of structured organic reaction records. Task: describe an organic reaction: reactants, conditions, products, and yield Reactants: NC1C(N(C2=C(C(=N1)C1=CC=CC=C1)C=CC=C2)C)=O (3(R,S)-amino-1,3-dihydro-1-methyl-5-phenyl-2H-1,4-benzodiazepin-2-one), [N+](=O)([O-])C1=C(C=CC=C1)N=C=O (2-nitrophenylisocyanate). Run in O1CCCC1 (tetrahydrofuran). Conditions: time 8 hour. Yields the product CN1C(C(N=C(C2=C1C=CC=C2)C2=CC=CC=C2)NC(=O)NC2=C(C=CC=C2)[N+](=O)[O-])=O (N-(2,3-Dihydro-1-methyl-2-oxo-5-phenyl-1H-1,4-benzodiazepin-3-yl)-N'-(2-nitrophenyl)-urea). As a reaction SMILES: [NH2:1][CH:2]1[N:8]=[C:7]([C:9]2[CH:14]=[CH:13][CH:12]=[CH:11][CH:10]=2)[C:6]2[CH:15]=[CH:16][CH:17]=[CH:18][C:5]=2[N:4]([CH3:19])[C:3]1=[O:20].[N+:21]([C:24]1[CH:29]=[CH:28][CH:27]=[CH:26][C:25]=1[N:30]=[C:31]=[O:32])([O-:23])=[O:22]>O1CCCC1>[CH3:19][N:4]1[C:5]2[CH:18]=[CH:17][CH:16]=[CH:15][C:6]=2[C:7]([C:9]2[CH:14]=[CH:13][CH:12]=[CH:11][CH:10]=2)=[N:8][CH:2]([NH:1][C:31]([NH:30][C:25]2[CH:26]=[CH:27][CH:28]=[CH:29][C:24]=2[N+:21]([O-:23])=[O:22])=[O:32])[C:3]1=[O:20]. Reported procedure: Equimolar amounts of 3(R,S)-amino-1,3-dihydro-1-methyl-5-phenyl-2H-1,4-benzodiazepin-2-one and 2-nitrophenylisocyanate were mixed in 8 ml of dry tetrahydrofuran at room temperature. The reaction mixture was allowed to stand for 8 hours and was then filtered. The collected solids were washed with tetrahydrofuran and dried in vacuo over P2O5 to give the analytical product: m.p. 260°-261° C. Isolated yield 6.0%. Conditions: temperature 45 celsius, time 2 hour. Procedure: A solution of imidazolidin-2-one (0.75 g, 8.71 mmol) in DMF (17 mL) was treated drop-wise with LiHMDS (1M THF, 10.45 mL, 10.45 mmol), stirred for 2 h, treated with bromoacetonitrile (0.607 mL, 8.71 mmol) and heated at 45° C. overnight. The mixture was cooled to RT, treated with satd. NH4Cl, extracted with EtOAc (4×) and the combined organics were washed with brine, dried over Na2SO4, concentrated to dryness and purified via silica gel chromatography (MeOH/DCM) to afford 2-(2-oxoimidazolidin-1-yl... Yields the product O=C1N(CCN1)CC#N (2-(2-oxoimidazolidin-1-yl)acetonitrile). RXN SMILES: [NH:1]1[CH2:5][CH2:4][NH:3][C:2]1=[O:6].[Li+].C[Si]([N-][Si](C)(C)C)(C)C.Br[CH2:18][C:19]#[N:20]>CN(C=O)C>[O:6]=[C:2]1[NH:3][CH2:4][CH2:5][N:1]1[CH2:18][C:19]#[N:20] |f:1.2|. Reactants: N1C(NCC1)=O (imidazolidin-2-one), [Li+].C[Si](C)(C)[N-][Si](C)(C)C (LiHMDS), BrCC#N (bromoacetonitrile). Run in CN(C)C=O (DMF).